From a dataset of the Open Reaction Database (ORD), a public repository of structured organic reaction records. describe an organic reaction: reactants, conditions, products, and yield Starting materials: [BH4-], CO, CCCc1c(Cc2ccc(-c3ccccc3-c3noc(=O)[nH]3)cc2F)c(=O)n(C2CCC(=O)CC2)c2nc(C)nn12, [Na+]. The product is CCCc1c(Cc2ccc(-c3ccccc3-c3noc(=O)[nH]3)cc2F)c(=O)n(C2CCC(O)CC2)c2nc(C)nn12. Reaction SMILES: [BH4-:42].[CH3:44][OH:45].[F:1][c:2]1[cH:3][c:4](-[c:30]2[c:31](-[c:36]3[n:37][o:38][c:39](=[O:41])[nH:40]3)[cH:32][cH:33][cH:34][cH:35]2)[cH:5][cH:6][c:7]1[CH2:8][c:9]1[c:10](=[O:29])[n:11]([CH:22]2[CH2:23][CH2:24][C:25](=[O:28])[CH2:26][CH2:27]2)[c:12]2[n:13]([c:14]1[CH2:15][CH2:16][CH3:17])[n:18][c:19]([CH3:21])[n:20]2.[Na+:43]>>[F:1][c:2]1[cH:3][c:4](-[c:30]2[c:31](-[c:36]3[n:37][o:38][c:39](=[O:41])[nH:40]3)[cH:32][cH:33][cH:34][cH:35]2)[cH:5][cH:6][c:7]1[CH2:8][c:9]1[c:10](=[O:29])[n:11]([CH:22]2[CH2:23][CH2:24][CH:25]([OH:28])[CH2:26][CH2:27]2)[c:12]2[n:13]([c:14]1[CH2:15][CH2:16][CH3:17])[n:18][c:19]([CH3:21])[n:20]2. Reactants: C(C)(C)(C)OC1=CC=C(C=C)C=C1 (p-tert-butoxystyrene), ClC1=CC=C(C=C)C=C1 (p-chlorostyrene). Yields the product C(C)(C)(C)OC1=CC=C(C=C)C=C1.ClC1=CC=C(C=C)C=C1 (p-tert-butoxystyrene p-chlorostyrene). RXN SMILES: [C:1]([O:5][C:6]1[CH:13]=[CH:12][C:9]([CH:10]=[CH2:11])=[CH:8][CH:7]=1)([CH3:4])([CH3:3])[CH3:2].[Cl:14][C:15]1[CH:22]=[CH:21][C:18]([CH:19]=[CH2:20])=[CH:17][CH:16]=1>>[C:1]([O:5][C:6]1[CH:7]=[CH:8][C:9]([CH:10]=[CH2:11])=[CH:12][CH:13]=1)([CH3:4])([CH3:2])[CH3:3].[Cl:14][C:15]1[CH:22]=[CH:21][C:18]([CH:19]=[CH2:20])=[CH:17][CH:16]=1 |f:2.3|. Procedure details: Using p-tert-butoxystyrene (83.7 g, 0.475 mole) and p-chlorostyrene (3.5 g, 0.025 mole), the polymerization and the treatment were carried out in the same manner as described in Synthesis Example 1, (1), to give 75.9 g of poly(p-tert-butoxystyrene/p-chlorostyrene) as white powder having Mw 22000 (GPC with polystyrene calibration). The polymer was found to have p-tert-butoxystyrene unit and p-chlorostyrene unit in a molar ratio) of ca. 95:5 based on 1HNMR.